This data is from the Open Reaction Database (ORD), a public repository of structured organic reaction records. The task is: describe an organic reaction: reactants, conditions, products, and yield Reactants: C(C)(C)N(C1CC(C1)CCC1=NC2=C(N1)C=CC(=C2)C2(CCC2)C)C[C@H]2O[C@H]([C@H]1[C@@H]2OC(O1)(C)C)N1C2=NC=NC(=C2N=C1)N (9-((3aR,4R,6R,6aR)-6-((isopropyl(3-(2-(5-(1-methylcyclobutyl)-1H-benzo[d]imidazol-2-yl)ethyl)cyclobutyl)amino)methyl)-2,2-dimethyltetrahydrofuro[3,4-d][1,3]dioxol-4-yl)-9H-purin-6-amine), FC(C(=O)O)(F)F (Trifluoroacetic Acid), O (water), ice. Reaction conditions: temperature 0 celsius, time 2.5 hour. Product: NC1=C2N=CN(C2=NC=N1)[C@@H]1O[C@@H]([C@H]([C@H]1O)O)CN(C1CC(C1)CCC1=NC2=C(N1)C=CC(=C2)C2(CCC2)C)C(C)C ((2R,3R,4S,5R)-2-(6-amino-9H-purin-9-yl)-5-((isopropyl(3-(2-(5-(1-methylcyclobutyl)-1H-benzo[d]imidazol-2-yl)ethyl)cyclobutyl)amino)methyl)tetrahydrofuran-3,4-diol). The yield is 64.9%. As a reaction SMILES: [CH:1]([N:4]([CH2:25][C@@H:26]1[C@H:30]2[O:31]C(C)(C)[O:33][C@H:29]2[C@H:28]([N:36]2[CH:44]=[N:43][C:42]3[C:37]2=[N:38][CH:39]=[N:40][C:41]=3[NH2:45])[O:27]1)[CH:5]1[CH2:8][CH:7]([CH2:9][CH2:10][C:11]2[NH:15][C:14]3[CH:16]=[CH:17][C:18]([C:20]4([CH3:24])[CH2:23][CH2:22][CH2:21]4)=[CH:19][C:13]=3[N:12]=2)[CH2:6]1)([CH3:3])[CH3:2].FC(F)(F)C(O)=O.O>>[NH2:45][C:41]1[N:40]=[CH:39][N:38]=[C:37]2[C:42]=1[N:43]=[CH:44][N:36]2[C@H:28]1[C@H:29]([OH:33])[C@H:30]([OH:31])[C@@H:26]([CH2:25][N:4]([CH:1]([CH3:3])[CH3:2])[CH:5]2[CH2:6][CH:7]([CH2:9][CH2:10][C:11]3[NH:15][C:14]4[CH:16]=[CH:17][C:18]([C:20]5([CH3:24])[CH2:23][CH2:22][CH2:21]5)=[CH:19][C:13]=4[N:12]=3)[CH2:8]2)[O:27]1. Reported procedure: 9-((3aR,4R,6R,6aR)-6-((isopropyl(3-(2-(5-(1-methylcyclobutyl)-1H-benzo[d]imidazol-2-yl)ethyl)cyclobutyl)amino)methyl)-2,2-dimethyltetrahydrofuro[3,4-d][1,3]dioxol-4-yl)-9H-purin-6-amine 422 mg, 0.686 mmol) was dissolved in a mixture of Trifluoroacetic Acid (6.3 ml, 82 mmol) and water (0.7 ml, 40 mmol) which had been pre-cooled at 0° C. in an ice bath. The solution was stirred at 0° C. for 30 minutes, upon which the ice bath was removed and the mixture was warmed to RT. The mixture was stirred at... Reactants: FC(C=1C=C(N)C=CC1)(F)F (m-trifluoromethylaniline), ClC1=NC=CC=C1C(=O)OC1OC(=O)C2=CC=CC=C12 (phthalidyl 2-chloro-3-pyridinecarboxylate). Solvent: C=1(C(=CC=CC1)C)C (xylene). Product: FC(C=1C=C(NC2=NC=CC=C2C(=O)OC2OC(=O)C3=CC=CC=C23)C=CC1)(F)F (phthalidyl 2-(3-trifluoromethylanilino)-3-pyridinecarboxylate). The yield is 82.2%. Reaction SMILES: [F:1][C:2]([F:11])([F:10])[C:3]1[CH:4]=[C:5]([CH:7]=[CH:8][CH:9]=1)[NH2:6].Cl[C:13]1[C:18]([C:19]([O:21][CH:22]2[C:31]3[C:26](=[CH:27][CH:28]=[CH:29][CH:30]=3)[C:24](=[O:25])[O:23]2)=[O:20])=[CH:17][CH:16]=[CH:15][N:14]=1>C1(C)C(C)=CC=CC=1>[F:1][C:2]([F:10])([F:11])[C:3]1[CH:4]=[C:5]([CH:7]=[CH:8][CH:9]=1)[NH:6][C:13]1[C:18]([C:19]([O:21][CH:22]2[C:31]3[C:26](=[CH:27][CH:28]=[CH:29][CH:30]=3)[C:24](=[O:25])[O:23]2)=[O:20])=[CH:17][CH:16]=[CH:15][N:14]=1. Procedure details: To 80 ml of xylene, under reflux, m-trifluoromethylaniline (32.2 g) is added. Then, 29 g of phthalidyl 2-chloro-3-pyridinecarboxylate prepared in accordance with Example 1, Supra (divided in two fractions) is poured into the mixture with an interval of 15 minutes between each addition. The reaction mixture so obtained is maintained under reflux for 5 hours, and then cooled by pouring the mixture into an ice/water bath. To allow the complete crystallization of the desired product, the poured reac...